This data is from the Open Reaction Database (ORD), a public repository of structured organic reaction records. The task is: describe an organic reaction: reactants, conditions, products, and yield Starting materials: ClCCCBr, [H-], Ic1c[nH]cn1, [Na+], C1CCOC1, O. Product: ClCCCn1cnc(I)c1. Reaction SMILES: [Br:9][CH2:10][CH2:11][CH2:12][Cl:13].[H-:7].[I:1][c:2]1[n:3][cH:4][nH:5][cH:6]1.[Na+:8].[O:15]1[CH2:16][CH2:17][CH2:18][CH2:19]1.[OH2:14]>>[I:1][c:2]1[n:3][cH:4][n:5]([CH2:10][CH2:11][CH2:12][Cl:13])[cH:6]1. Starting materials: CC(C)(C)OC(=O)N1CCC(C=O)CC1, C#Cc1cccc(C)n1, CNC, [Cu]I, O. The product is Cc1cccc(C#CC(C2CCN(C(=O)OC(C)(C)C)CC2)N(C)C)n1. RXN SMILES: [C:10](=[O:11])([O:12][C:13]([CH3:14])([CH3:15])[CH3:16])[N:17]1[CH2:18][CH2:19][CH:20]([CH:23]=[O:24])[CH2:21][CH2:22]1.[C:1](#[CH:2])[c:3]1[n:4][c:5]([CH3:9])[cH:6][cH:7][cH:8]1.[CH3:25][NH:26][CH3:27].[Cu:29][I:30].[OH2:28]>>[C:1](#[C:2][CH:23]([CH:20]1[CH2:19][CH2:18][N:17]([C:10](=[O:11])[O:12][C:13]([CH3:14])([CH3:15])[CH3:16])[CH2:22][CH2:21]1)[N:26]([CH3:25])[CH3:27])[c:3]1[n:4][c:5]([CH3:9])[cH:6][cH:7][cH:8]1. The reactants are Nitro, CCOC(=O)C (EtOAc), COCCOCCOCCOC1=C(C=CC(=C1)[N+](=O)[O-])C=1SC2=C(N1)C=CC=C2 (2-[2-{2-(2-(2-methoxyethoxy)ethoxy)ethoxy}-4-nitrophenyl]-1,3-benzothiazole), O.O.[Sn](Cl)Cl (tin (II) dichloride dihydrate). Solvent: CCO (EtOH). The product is S1C(=NC2=C1C=CC=C2)C2=C(C=C(N)C=C2)OCCOCCOCCOC (4-(1,3-Benzothiazol-2-yl)-3-[2-{2-(2-methoxyethoxy)ethoxy}ethoxy]aniline). The yield is 93.0%. Reaction SMILES: [CH3:1][O:2][CH2:3][CH2:4][O:5][CH2:6][CH2:7][O:8][CH2:9][CH2:10][O:11][C:12]1[CH:17]=[C:16]([N+:18]([O-])=O)[CH:15]=[CH:14][C:13]=1[C:21]1[S:22][C:23]2[CH:29]=[CH:28][CH:27]=[CH:26][C:24]=2[N:25]=1.O.O.[Sn](Cl)Cl.CCOC(C)=O>CCO>[S:22]1[C:23]2[CH:29]=[CH:28][CH:27]=[CH:26][C:24]=2[N:25]=[C:21]1[C:13]1[CH:14]=[CH:15][C:16]([NH2:18])=[CH:17][C:12]=1[O:11][CH2:10][CH2:9][O:8][CH2:7][CH2:6][O:5][CH2:4][CH2:3][O:2][CH3:1] |f:1.2.3|. Procedure: Prepared as described in the Nitro Reduction section using 2-[2-{2-(2-(2-methoxyethoxy)ethoxy)ethoxy}-4-nitrophenyl]-1,3-benzothiazole (0.15 g, 0.36 mmol) and tin (II) dichloride dihydrate (0.65 g, 2.87 mmol) in EtOH (12 to give the title compound (0.13 g, 92%) as a viscous, yellow oil after work-up and flash chromatography (EtOAc). Reactants: CN1CCNCC1 (1-methylpiperazine), BrC1=C(C=C(C=C1)C(F)(F)F)F (4-bromo-3-fluorobenzotrifluoride). Run at temperature 180 celsius. The product is BrC1=C(C=C(C=C1)C(F)(F)F)N1CCN(CC1)C (1-(2-bromo-5-(trifluoromethyl)phenyl)-4-methylpiperazine). RXN SMILES: [CH3:1][N:2]1[CH2:7][CH2:6][NH:5][CH2:4][CH2:3]1.[Br:8][C:9]1[CH:14]=[CH:13][C:12]([C:15]([F:18])([F:17])[F:16])=[CH:11][C:10]=1F>>[Br:8][C:9]1[CH:14]=[CH:13][C:12]([C:15]([F:18])([F:17])[F:16])=[CH:11][C:10]=1[N:5]1[CH2:6][CH2:7][N:2]([CH3:1])[CH2:3][CH2:4]1. Procedure details: A microwave vial was charged with 1-methylpiperazine (1.371 mL, 12.35 mmol) and 4-bromo-3-fluorobenzotrifluoride (1.000 mL, 4.12 mmol), and was heated under microwave irradiation at 180° C. for 90 minutes. The reaction was concentrated under a vacuum, and the solids were then filtered and washed with DCM (solids contained only minor amounts of product). The filtrate was then concentrated under a vacuum to yield 1-(2-bromo-5-(trifluoromethyl)phenyl)-4-methylpiperazine, mixed with starting bromide... The reactants are BrC1=C(C=CC(=C1)F)O (2-bromo-4-fluoro-phenol), BrCC1CC1 (bromomethyl-cyclopropane). Product: BrC1=C(C=CC(=C1)F)OCC1CC1 (1-Bromo-2-cyclopropylmethoxy-5-fluoro-benzene). RXN SMILES: [Br:1][C:2]1[CH:7]=[C:6]([F:8])[CH:5]=[CH:4][C:3]=1[OH:9].Br[CH2:11][CH:12]1[CH2:14][CH2:13]1>>[Br:1][C:2]1[CH:7]=[C:6]([F:8])[CH:5]=[CH:4][C:3]=1[O:9][CH2:11][CH:12]1[CH2:14][CH2:13]1. Procedure: Starting from commercially available 2-bromo-4-fluoro-phenol and bromomethyl-cyclopropane the title compound is obtained as colorless oil. The reactants are C(=O)(C(F)(F)F)O (TFA), C(C)OC(C(CC1=CC(=NC=C1)NC(=O)OC(C)(C)C)CSC(C)=O)=O (2-acetylsulfanylmethyl-3-(2-tert-butoxycarbonylamino-pyridin4-yl)-propionic acid ethyl ester). Solvent: C(Cl)Cl (methylene chloride). Conditions: time 60 minute. Product: C(C)OC(C(CC1=CC(=NC=C1)N)CSC(C)=O)=O (2-acetylsulfanylmethyl-3-(2-amino-pyridin-4-yl)-propionic acid ethyl ester). Yield: 141.7%. RXN SMILES: C(O)(C(F)(F)F)=O.[CH2:8]([O:10][C:11](=[O:33])[CH:12]([CH2:28][S:29][C:30](=[O:32])[CH3:31])[CH2:13][C:14]1[CH:19]=[CH:18][N:17]=[C:16]([NH:20]C(OC(C)(C)C)=O)[CH:15]=1)[CH3:9]>C(Cl)Cl>[CH2:8]([O:10][C:11](=[O:33])[CH:12]([CH2:28][S:29][C:30](=[O:32])[CH3:31])[CH2:13][C:14]1[CH:19]=[CH:18][N:17]=[C:16]([NH2:20])[CH:15]=1)[CH3:9]. Procedure details: TFA (0.5 mL) was added to a solution of 2-acetylsulfanylmethyl-3-(2-tert-butoxycarbonylamino-pyridin4-yl)-propionic acid ethyl ester (50 mg, 0.13 mmol) in methylene chloride under argon. The solution was stirred for 60 min and concentrated under reduced pressure to give crude 2-acetylsulfanylmethyl-3-(2-amino-pyridin-4-yl)-propionic acid ethyl ester (52 mg, 100%). The reactants are CCCc1nc2ccc(N3C(=O)NC(C)C3=O)cc2n1Cc1ccc(-c2ccccc2C(=O)OC(C)(C)C)cc1, ClCCl, O=C(O)C(F)(F)F. The product is CCCc1nc2ccc(N3C(=O)NC(C)C3=O)cc2n1Cc1ccc(-c2ccccc2C(=O)O)cc1. RXN SMILES: [CH2:1]([CH2:2][CH3:3])[c:4]1[n:5][c:6]2[c:7]([n:8]1[CH2:9][c:10]1[cH:11][cH:12][c:13](-[c:16]3[c:17]([C:22](=[O:23])[O:24][C:25]([CH3:26])([CH3:27])[CH3:28])[cH:18][cH:19][cH:20][cH:21]3)[cH:14][cH:15]1)[cH:29][c:30]([N:33]1[C:34](=[O:40])[NH:35][CH:36]([CH3:39])[C:37]1=[O:38])[cH:31][cH:32]2.[CH2:48]([Cl:49])[Cl:50].[OH:41][C:42]([C:43]([F:44])([F:45])[F:46])=[O:47]>>[CH2:1]([CH2:2][CH3:3])[c:4]1[n:5][c:6]2[c:7]([n:8]1[CH2:9][c:10]1[cH:11][cH:12][c:13](-[c:16]3[c:17]([C:22](=[O:23])[OH:24])[cH:18][cH:19][cH:20][cH:21]3)[cH:14][cH:15]1)[cH:29][c:30]([N:33]1[C:34](=[O:40])[NH:35][CH:36]([CH3:39])[C:37]1=[O:38])[cH:31][cH:32]2.